Dataset: the Open Reaction Database (ORD), a public repository of structured organic reaction records. Task: describe an organic reaction: reactants, conditions, products, and yield The reactants are C12(C(=O)CC(CC1)C2(C)C)CS(=O)(=O)O ((+)-10-camphorsulfonic acid), OCC=1SC(=C(C1CC(=O)O)C1=CC=C(C=C1)SC)C1=CC=CC=C1 ([2-Hydroxymethyl-4-(4-(methylthio)phenyl)-5-Phenylthio-phen-3-yl]acetic acid). Solvent: C(Cl)Cl (CH2Cl2). Conditions: time 8 hour. Yields the product CSC1=CC=C(C=C1)C1=C(SC=2COC(CC21)=O)C2=CC=CC=C2 (3-(4-(Methylthio)phenyl)-2-phenyl-4,7-dihydrothieno-[2,3-c]pyran-5-one). As a reaction SMILES: C12(CS(O)(=O)=O)C(C)(C)C(CC1)CC2=O.O[CH2:17][C:18]1[S:19][C:20]([C:35]2[CH:40]=[CH:39][CH:38]=[CH:37][CH:36]=2)=[C:21]([C:27]2[CH:32]=[CH:31][C:30]([S:33][CH3:34])=[CH:29][CH:28]=2)[C:22]=1[CH2:23][C:24]([OH:26])=[O:25]>C(Cl)Cl>[CH3:34][S:33][C:30]1[CH:31]=[CH:32][C:27]([C:21]2[C:22]3[CH2:23][C:24](=[O:26])[O:25][CH2:17][C:18]=3[S:19][C:20]=2[C:35]2[CH:36]=[CH:37][CH:38]=[CH:39][CH:40]=2)=[CH:28][CH:29]=1. Procedure: (+)-10-camphorsulfonic acid (5 mg) was added to a solution of [2-hydroxymethyl-4-(4-methylsulfanylphenyl)-5-phenylthiophen-3-yl] acetic acid (100 mg) (Step 3) in CH2Cl2 (5 mL) and the resulting solution was stirred overnight. The solution was diluted with CH2Cl and washed with a saturated solution of NaHCO3, dried over MgSO4, filtered and the solvent was evaporated under vacuum. Purification by silica gel chromatography using 20% of EtOAc in hexane gave the title compound.